From a dataset of the Open Reaction Database (ORD), a public repository of structured organic reaction records. describe an organic reaction: reactants, conditions, products, and yield Starting materials: Cl (hydrochloric acid), C1=C(C=CC2=CC=CC=C12)C(=O)C1=CC2=CC=CC=C2C=C1 (di-2-naphthyl ketone), O1CCCC1 (tetrahydrofuran), C1(C=CC=C1)[Na].O1CCCC1 (cyclopentadienyl sodium tetrahydrofuran). Run in C(C)OCC (diethyl ether), Heterocycles. Conditions: time 65 hour. Product: C1=C(C=CC2=CC=CC=C12)C(=C1C=CC=C1)C1=CC2=CC=CC=C2C=C1 (6,6-di-2-naphthylfulvene). Reaction SMILES: [CH:1]1[C:10]2[C:5](=[CH:6][CH:7]=[CH:8][CH:9]=2)[CH:4]=[CH:3][C:2]=1[C:11]([C:13]1[CH:22]=[CH:21][C:20]2[C:15](=[CH:16][CH:17]=[CH:18][CH:19]=2)[CH:14]=1)=O.O1CCCC1.[CH:28]1([Na])[CH:32]=[CH:31][CH:30]=[CH:29]1.O1CCCC1.Cl>C(OCC)C>[CH:1]1[C:10]2[C:5](=[CH:6][CH:7]=[CH:8][CH:9]=2)[CH:4]=[CH:3][C:2]=1[C:11]([C:13]1[CH:22]=[CH:21][C:20]2[C:15](=[CH:16][CH:17]=[CH:18][CH:19]=2)[CH:14]=1)=[C:31]1[CH:30]=[CH:29][CH:28]=[CH:32]1 |f:2.3|. Reported procedure: A 200-ml two-necked flask equipped with a magnetic stirrer and a three-way cock was thoroughly purged with nitrogen, and sequentially charged with 1.55 g (5.48 mmol) of di-2-naphthyl ketone produced by the method described in Heterocycles, vol. 40, No. 1, 79-83 (1995) and 40 ml of tetrahydrofuran. Then, 5.50 ml (11.0 mmol) of a 2.0 mol/l cyclopentadienyl sodium/tetrahydrofuran solution was gradually added while cooling the mixture in an ice water bath, and then the mixture was stirred at room te... The reactants are [OH-].[Na+] (sodium hydroxide), CNC(=O)N(O)C1=CC(=C(C=C1)C)[N+](=O)[O-] (1-Methyl-3-(3'-nitro-4'-methylphenyl)-3-hydroxyurea), ClC(=O)OCC (Ethyl chloroformate). Run in O1CCOCC1 (dioxane). Run at time 0.5 hour. Product: [N+](=O)([O-])C=1C=C(C=CC1C)N1OC(N(C1=O)C)=O (2-(3'-nitro-4'-methylphenyl)-4-methyl-1,2,4-oxadiazolidine-3,5-dione). As a reaction SMILES: [CH3:1][NH:2][C:3]([N:5]([C:7]1[CH:12]=[CH:11][C:10]([CH3:13])=[C:9]([N+:14]([O-:16])=[O:15])[CH:8]=1)O)=[O:4].[OH-].[Na+].Cl[C:20]([O:22]CC)=[O:21]>O1CCOCC1>[N+:14]([C:9]1[CH:8]=[C:7]([N:5]2[C:3](=[O:4])[N:2]([CH3:1])[C:20](=[O:21])[O:22]2)[CH:12]=[CH:11][C:10]=1[CH3:13])([O-:16])=[O:15] |f:1.2|. Procedure: 1-Methyl-3-(3'-nitro-4'-methylphenyl)-3-hydroxyurea (11 g; 0.049 mole) was dissolved in dioxane (80 ml.) and mixed with a 2 N aqueous sodium hydroxide (28.5 ml; 0.057 mole). Ethyl chloroformate (5.2 ml; 0.054 mole) was added dropwise at 10°-15° C. with stirring and the stirring continued for about 1/2 hour after the addition was completed. The product which precipitated as formed was removed by filtration, washed with water and dried. This product was recrystallized from methanol and dried under... Starting materials: CNCC=1SC=C(N1)CSCCN (2-([2-(methylaminomethyl)-4-thiazolyl]methylthio)ethylamine), CN1C(C1SC)[N+](=O)[O-] (N-methyl-1-methylthio-2-nitroethyleneamine). Solvent: O (water). The product is CNC(=C[N+](=O)[O-])NCCSCC=1N=C(SC1)CNC (N-methyl-N'-2-([2-(methylaminomethyl)-4-thiazolyl]methylthio)ethyl 2-nitro-1,1-ethenediamine). Reaction SMILES: [CH3:1][NH:2][CH2:3][C:4]1[S:5][CH:6]=[C:7]([CH2:9][S:10][CH2:11][CH2:12][NH2:13])[N:8]=1.[CH3:14][N:15]1[CH:17](SC)[CH:16]1[N+:20]([O-:22])=[O:21]>O>[CH3:14][NH:15][C:17]([NH:13][CH2:12][CH2:11][S:10][CH2:9][C:7]1[N:8]=[C:4]([CH2:3][NH:2][CH3:1])[S:5][CH:6]=1)=[CH:16][N+:20]([O-:22])=[O:21]. Procedure: Following the above procedure, 2-([2-(methylaminomethyl)-4-thiazolyl]methylthio)ethylamine and N-methyl-1-methylthio-2-nitroethyleneamine were reacted in water solution. The reaction was worked up and the product isolated by the above procedure to yield N-methyl-N'-2-([2-(methylaminomethyl)-4-thiazolyl]methylthio)ethyl 2-nitro-1,1-ethenediamine melting at 105°-107° C. after recrystallization from acetonitrile followed by recrystallization from ethanol. Run in C(Cl)Cl.CCO (DCM EtOH). Starting materials: N[C@@H]1[C@@H](CC2(C1)CCN(CC2)C2=C(C=NC1=CC=C(N=C21)OC)F)O ((2R,3S)-3-amino-8-[3-fluoro-6-(methyloxy)-1,5-naphthyridin-4-yl]-8-azaspiro[4.5]decan-2-ol), [O-]S(=O)(=O)[O-].[Na+].[Na+] (Na2SO4), O=C1NC2=C(SC1)C=CC(=N2)C=O (3-oxo-3,4-dihydro-2H-pyrido[3,2-b][1,4]thiazine-6-carbaldehyde), imine, [BH-](OC(=O)C)(OC(=O)C)OC(=O)C.[Na+] (NaBH(OAc)3). Yield: 83.8%. Run at time 12 hour. Yields the product FC=1C=NC2=CC=C(N=C2C1N1CCC2(C[C@H]([C@H](C2)NCC=2C=CC=3SCC(NC3N2)=O)O)CC1)OC ((±)-6-[({(2S,3R)-8-[3-fluoro-6-(methyloxy)-1,5-naphthyridin-4-yl]-3-hydroxy-8-azaspiro[4.5]dec-2-yl}amino)methyl]-2H-pyrido[3,2-b][1,4]thiazin-3(4H)-one). Procedure: To a solution of (2R,3S)-3-amino-8-[3-fluoro-6-(methyloxy)-1,5-naphthyridin-4-yl]-8-azaspiro[4.5]decan-2-ol (0.26 mg, 75.1 μmol) in DCM-EtOH (1 mL, 1:1) were added Na2SO4 (16 mg, 0.112 mmol) and 3-oxo-3,4-dihydro-2H-pyrido[3,2-b][1,4]thiazine-6-carbaldehyde (15 mg, 75.1 μmol). After 12 h at 25° C., the imine was quenched by addition of NaBH(OAc)3 (32 mg, 0.150 mmol) in one portion. After an additional 1 h, the solution was partitioned between NaHCO3-DCM. The aqueous phase was washed several time... As a reaction SMILES: [NH2:1][C@H:2]1[CH2:6][C:5]2([CH2:11][CH2:10][N:9]([C:12]3[C:21]4[C:16](=[CH:17][CH:18]=[C:19]([O:22][CH3:23])[N:20]=4)[N:15]=[CH:14][C:13]=3[F:24])[CH2:8][CH2:7]2)[CH2:4][C@H:3]1[OH:25].[O-]S([O-])(=O)=O.[Na+].[Na+].[O:33]=[C:34]1[CH2:39][S:38][C:37]2[CH:40]=[CH:41][C:42]([CH:44]=O)=[N:43][C:36]=2[NH:35]1.[BH-](OC(C)=O)(OC(C)=O)OC(C)=O.[Na+]>C(Cl)Cl.CCO>[F:24][C:13]1[CH:14]=[N:15][C:16]2[C:21]([C:12]=1[N:9]1[CH2:10][CH2:11][C:5]3([CH2:6][C@H:2]([NH:1][CH2:44][C:42]4[CH:41]=[CH:40][C:37]5[S:38][CH2:39][C:34](=[O:33])[NH:35][C:36]=5[N:43]=4)[C@H:3]([OH:25])[CH2:4]3)[CH2:7][CH2:8]1)=[N:20][C:19]([O:22][CH3:23])=[CH:18][CH:17]=2 |f:1.2.3,5.6,7.8|. Starting materials: C1(=CC=CC=C1)N1N=C(C=C1CCC=O)CCC (3-(1-phenyl-3-propyl-1H-pyrazol-5-yl)propanal), [BH-](OC(=O)C)(OC(=O)C)OC(=O)C.[Na+] (NaBH(OAc)3), ClC1=CC=C(C=C1)N1CCNCC1 (1-(4-chlorophenyl)piperazine), CCN(C(C)C)C(C)C (DIPEA). The product is ClC1=CC=C(C=C1)N1CCN(CC1)CCCC1=CC(=NN1C1=CC=CC=C1)CCC (1-(4-chlorophenyl)-4-(3-(1-phenyl-3-propyl-1H-pyrazol-5-yl)propyl)piperazine). RXN SMILES: [C:1]1([N:7]2[C:11]([CH2:12][CH2:13][CH:14]=O)=[CH:10][C:9]([CH2:16][CH2:17][CH3:18])=[N:8]2)[CH:6]=[CH:5][CH:4]=[CH:3][CH:2]=1.[Cl:19][C:20]1[CH:25]=[CH:24][C:23]([N:26]2[CH2:31][CH2:30][NH:29][CH2:28][CH2:27]2)=[CH:22][CH:21]=1.CCN(C(C)C)C(C)C.[BH-](OC(C)=O)(OC(C)=O)OC(C)=O.[Na+]>>[Cl:19][C:20]1[CH:21]=[CH:22][C:23]([N:26]2[CH2:31][CH2:30][N:29]([CH2:14][CH2:13][CH2:12][C:11]3[N:7]([C:1]4[CH:6]=[CH:5][CH:4]=[CH:3][CH:2]=4)[N:8]=[C:9]([CH2:16][CH2:17][CH3:18])[CH:10]=3)[CH2:28][CH2:27]2)=[CH:24][CH:25]=1 |f:3.4|. Reported procedure: 118 mg (83%) of target compound was obtained by using a method same as in Example 1 by using 3-(1-phenyl-3-propyl-1H-pyrazol-5-yl)propanal (75 mg, 0.310 mmol), 1-(4-chlorophenyl)piperazine (83 mg, 0.310 mmol), DIPEA (0.081 mL, 0.465 mmol) and NaBH(OAc)3 (197 mg, 0.930 mmol). The reactants are CO, [Cl-], [Cl-], CCOc1ccc(C(Cl)(C(F)(F)F)C(F)(F)Cl)cc1, [Zn+2], [Zn]. Reaction SMILES: [CH3:20][OH:21].[Cl-:23].[Cl-:25].[F:1][C:2]([C:3]([C:4]([F:6])([F:7])[Cl:17])([Cl:5])[c:8]1[cH:9][cH:10][c:11]([O:14][CH2:15][CH3:16])[cH:12][cH:13]1)([F:18])[F:19].[Zn+2:24].[Zn:22]>>[F:1][C:2]([C:3](=[C:4]([F:6])[F:7])[c:8]1[cH:9][cH:10][c:11]([O:14][CH2:15][CH3:16])[cH:12][cH:13]1)([F:18])[F:19]. The product is CCOc1ccc(C(=C(F)F)C(F)(F)F)cc1. Starting materials: Cl.C(CCC)OC([C@@H](NC([C@@H](NC([C@@H]1N(C(CC1)=O)C(=O)OCC1=CC=CC=C1)=O)CC(C)C)=O)CCCNC(N)=N)OCCCC (N-benzyloxycarbonyl-D-pyroglutamyl-L-leucyl-L-argininal dibutylacetal hydrochloride), Cl (hydrochloric acid), [OH-].[Na+] (sodium hydroxide). The solvent is C(C)#N (acetonitrile). The product is Cl.C(C1=CC=CC=C1)OC(=O)N1[C@H](CCC1=O)C(=O)N[C@@H](CC(C)C)C(=O)N[C@@H](CCCNC(N)=N)C=O (N-benzyloxycarbonyl-D-pyroglutamyl-L-leucyl-L-argininal hydrochloride). Isolated yield 84.4%. As a reaction SMILES: [ClH:1].C([O:6][CH:7](OCCCC)[C@H:8]([CH2:36][CH2:37][CH2:38][NH:39][C:40](=[NH:42])[NH2:41])[NH:9][C:10](=[O:35])[C@H:11]([CH2:31][CH:32]([CH3:34])[CH3:33])[NH:12][C:13](=[O:30])[C@H:14]1[CH2:18][CH2:17][C:16](=[O:19])[N:15]1[C:20]([O:22][CH2:23][C:24]1[CH:29]=[CH:28][CH:27]=[CH:26][CH:25]=1)=[O:21])CCC.Cl.[OH-].[Na+]>C(#N)C>[ClH:1].[CH2:23]([O:22][C:20]([N:15]1[C:16](=[O:19])[CH2:17][CH2:18][C@@H:14]1[C:13]([NH:12][C@H:11]([C:10]([NH:9][C@H:8]([CH:7]=[O:6])[CH2:36][CH2:37][CH2:38][NH:39][C:40](=[NH:41])[NH2:42])=[O:35])[CH2:31][CH:32]([CH3:34])[CH3:33])=[O:30])=[O:21])[C:24]1[CH:25]=[CH:26][CH:27]=[CH:28][CH:29]=1 |f:0.1,3.4,6.7|. Procedure: To a solution of N-benzyloxycarbonyl-D-pyroglutamyl-L-leucyl-L-argininal dibutylacetal hydrochloride (0.21 g, 0.30 mmol) in acetonitrile (30 ml) was added 1N hydrochloric acid aqueous solution (15 ml). The mixture was reacted at 36° C. for 2 hours with stirring. After completion of the reaction, pH of the reaction mixture was adjusted to 4.8 with 1N sodium hydroxide aqueous solution. The solvent was distilled off under reduced pressure and chloroform was added to the residue. Insoluble matters w... The reactants are [BH4-].[Na+] (sodium borohydride), ClC1=CC=C(C=C1)C(C(C(=O)OCC)(C)C)(CN1N=CN=C1)O (ethyl 3-(4-chlorophenyl)-2,2-dimethyl-3-hydroxy-4-(1H-1,2,4-triazol-1-yl)butanoate), ice water. The solvent is CO (methanol). Yields the product ClC1=CC=C(C=C1)C(C(CO)(C)C)(CN1N=CN=C1)O (3-(4-Chlorophenyl)-2,2-dimethyl-4-(1H-1,2,4-triazol-1-yl) 1,3-butanediol). Isolated yield 97.5%. RXN SMILES: [BH4-].[Na+].[Cl:3][C:4]1[CH:9]=[CH:8][C:7]([C:10]([OH:25])([CH2:19][N:20]2[CH:24]=[N:23][CH:22]=[N:21]2)[C:11]([CH3:18])([CH3:17])[C:12](OCC)=[O:13])=[CH:6][CH:5]=1>CO>[Cl:3][C:4]1[CH:9]=[CH:8][C:7]([C:10]([OH:25])([CH2:19][N:20]2[CH:24]=[N:23][CH:22]=[N:21]2)[C:11]([CH3:18])([CH3:17])[CH2:12][OH:13])=[CH:6][CH:5]=1 |f:0.1|. Reported procedure: 1.9 g (50.2 mmole) of sodium borohydride were added to a solution of 1.75 g (5.2 mmole) of ethyl 3-(4-chlorophenyl)-2,2-dimethyl-3-hydroxy-4-(1H-1,2,4-triazol-1-yl)butanoate in 25 ml of methanol, and then the mixture was heated under reflux for 3 hours. At the end of this time, the reaction mixture was allowed to cool, and it was then poured into ice-water and extracted with ethyl acetate. The extract was washed with an aqueous solution of ammonium chloride, dried and concentrated by evaporation... The reactants are BrCCCC(=O)OCC (ethyl 4-bromobutyrate), C(C1=CC=CC=C1)OC1=C(C(=C(C=C1)C(C)=O)O)CCC (4'-benzyloxy-2'-hydroxy-3'-propylacetophenone), C([O-])([O-])=O.[K+].[K+] (potassium carbonate), [I-].[K+] (potassium iodide), ice water. Run in CN(C=O)C (N,N-dimethylformamide). Run at temperature 100 celsius. Yields the product C(C)(=O)C1=CC=C(C(=C1OCCCC(=O)OCC)CCC)OCC1=CC=CC=C1 (Ethyl 4-(6-acetyl-3-benzyloxy-2-propylphenoxy)butanoate). Yield: 52.3%. As a reaction SMILES: [CH2:1]([O:8][C:9]1[CH:14]=[CH:13][C:12]([C:15](=[O:17])[CH3:16])=[C:11]([OH:18])[C:10]=1[CH2:19][CH2:20][CH3:21])[C:2]1[CH:7]=[CH:6][CH:5]=[CH:4][CH:3]=1.C(=O)([O-])[O-].[K+].[K+].[I-].[K+].Br[CH2:31][CH2:32][CH2:33][C:34]([O:36][CH2:37][CH3:38])=[O:35]>CN(C)C=O>[C:15]([C:12]1[C:11]([O:18][CH2:31][CH2:32][CH2:33][C:34]([O:36][CH2:37][CH3:38])=[O:35])=[C:10]([CH2:19][CH2:20][CH3:21])[C:9]([O:8][CH2:1][C:2]2[CH:3]=[CH:4][CH:5]=[CH:6][CH:7]=2)=[CH:14][CH:13]=1)(=[O:17])[CH3:16] |f:1.2.3,4.5|. Procedure details: A mixture of 4'-benzyloxy-2'-hydroxy-3'-propylacetophenone (3.0 g), anhydrous potassium carbonate (2.9 g), potassium iodide (0.5 g) in N,N-dimethylformamide (40 ml) was stirred at 100° C. To this mixture was added ethyl 4-bromobutyrate (3.1 g) dropwise under stirring and the mixture was stirred for 8 hours. This mixture was poured into ice water and extracted with ethyl acetate. The organic layer was washed with water, dried over anhydrous sodium sulfate and evaporated. The resulting residue was... The reactants are N#N (N2), COC(=O)C=1N=COC1C1=CC(=CC=C1)C(=O)O (5-(3-carboxy-phenyl)-oxazole-4-carboxylic acid methyl ester), solution, CO (MeOH). The solvent is C1CCOC1 (THF), C1CCOC1 (THF). Reaction conditions: temperature 0 celsius, time 4 hour. Product: COC(=O)C=1N=COC1C1=CC(=CC=C1)CO (5-(3-Hydroxymethyl-phenyl)-oxazole-4-carboxylic acid methyl ester). Reaction SMILES: N#N.[CH3:3][O:4][C:5]([C:7]1[N:8]=[CH:9][O:10][C:11]=1[C:12]1[CH:17]=[CH:16][CH:15]=[C:14]([C:18](O)=[O:19])[CH:13]=1)=[O:6].CO>C1COCC1>[CH3:3][O:4][C:5]([C:7]1[N:8]=[CH:9][O:10][C:11]=1[C:12]1[CH:17]=[CH:16][CH:15]=[C:14]([CH2:18][OH:19])[CH:13]=1)=[O:6]. Procedure details: In a flame dried round-bottomed flask equipped with a magnetic stir bar and under inert atmosphere (N2), a suspension of 5-(3-carboxy-phenyl)-oxazole-4-carboxylic acid methyl ester (500 mg, 2.02 mmol) in THF (14.0 mL) at 0° C. was treated dropwise with BH3 (10.1 mL of a 1M solution in THF, 10.11 mmol). The resulting mixture was stirred at 0° C. for 4 h. MeOH (14 mL) was then added dropwise. After 30 min, the solvent was removed under reduced pressure. EA (20 mL) was added and the organic phase w...